This data is from the Open Reaction Database (ORD), a public repository of structured organic reaction records. The task is: describe an organic reaction: reactants, conditions, products, and yield Reactants: COC(C=1C(C(=O)OC)=C(C=CC1)I)=O (3-iodophthalic acid dimethyl ester), COC=1C=C(N)C=CC1OC (3,4-dimethoxyaniline), C=1C=CC(=CC1)P(C=2C=CC=CC2)C3=CC=C4C=CC=CC4=C3C5=C6C=CC=CC6=CC=C5P(C=7C=CC=CC7)C=8C=CC=CC8 (rac-BINAP), C([O-])([O-])=O.[Cs+].[Cs+] (cesium carbonate). Reagents/catalysts: C=1C=CC(=CC1)/C=C/C(=O)/C=C/C2=CC=CC=C2.C=1C=CC(=CC1)/C=C/C(=O)/C=C/C2=CC=CC=C2.C=1C=CC(=CC1)/C=C/C(=O)/C=C/C2=CC=CC=C2.[Pd].[Pd] (Pd2(dba)3). Run in C1(=CC=CC=C1)C (toluene), C(Cl)Cl (CH2Cl2). The product is COC(C=1C(C(=O)OC)=C(C=CC1)NC1=CC(=C(C=C1)OC)OC)=O (3-(3,4-Dimethoxyphenylamino)Phthalic Acid Dimethyl Ester). The yield is 74.0%. As a reaction SMILES: [CH3:1][O:2][C:3](=[O:15])[C:4]1[C:5](=[C:10](I)[CH:11]=[CH:12][CH:13]=1)[C:6]([O:8][CH3:9])=[O:7].[CH3:16][O:17][C:18]1[CH:19]=[C:20]([CH:22]=[CH:23][C:24]=1[O:25][CH3:26])[NH2:21].C1C=CC(P(C2C(C3C(P(C4C=CC=CC=4)C4C=CC=CC=4)=CC=C4C=3C=CC=C4)=C3C(C=CC=C3)=CC=2)C2C=CC=CC=2)=CC=1.C(=O)([O-])[O-].[Cs+].[Cs+]>C1(C)C=CC=CC=1.C(Cl)Cl.C1C=CC(/C=C/C(/C=C/C2C=CC=CC=2)=O)=CC=1.C1C=CC(/C=C/C(/C=C/C2C=CC=CC=2)=O)=CC=1.C1C=CC(/C=C/C(/C=C/C2C=CC=CC=2)=O)=CC=1.[Pd].[Pd]>[CH3:1][O:2][C:3](=[O:15])[C:4]1[C:5](=[C:10]([NH:21][C:20]2[CH:22]=[CH:23][C:24]([O:25][CH3:26])=[C:18]([O:17][CH3:16])[CH:19]=2)[CH:11]=[CH:12][CH:13]=1)[C:6]([O:8][CH3:9])=[O:7] |f:3.4.5,8.9.10.11.12|. Procedure details: A mixture of 3-iodophthalic acid dimethyl ester (1.0 g, 3.1 mmol), 3,4-dimethoxyaniline (0.48 g, 3.1 mmol), Pd2(dba)3 (0.13 g, 0.14 mmol), rac-BINAP (0.058 g, 0.093 mmol), and cesium carbonate (1.4 g, 4.3 mmol), in 6 mL toluene was heated to reflux under nitrogen for 24 hours. The reaction mixture was cooled, diluted with CH2Cl2 (10 mL), and then filtered through Celite, and the filter was washed with additional CH2Cl2 (30 mL). The filtrate was evaporated, and the residue was chromatographed usi... Reactants: NC1=CC=CC=C1 (aniline), IC(C(F)(F)F)(C(F)(F)F)F (2-iodoheptafluoropropane), S(=S)(=O)([O-])[O-].[Na+].[Na+] (sodium thiosulphate), C(O)([O-])=O.[Na+] (sodium hydrogen carbonate). Reagents/catalysts: S(=O)(=O)(O)[O-].C(CCC)[N+](CCCC)(CCCC)CCCC (tetrabutylammonium hydrogen sulphate). Run in COC(C)(C)C (tert-butyl methyl ether), O (water). Run at time 18 hour. Yields the product FC(C(F)(F)F)(C(F)(F)F)C1=CC=C(N)C=C1 (4-[1,2,2,2-tetrafluoro-1-(trifluoromethyl)ethyl]aniline). Isolated yield 27.0%. As a reaction SMILES: [NH2:1][C:2]1[CH:7]=[CH:6][CH:5]=[CH:4][CH:3]=1.I[C:9]([F:18])([C:14]([F:17])([F:16])[F:15])[C:10]([F:13])([F:12])[F:11].S([O-])([O-])(=O)=S.[Na+].[Na+].C(=O)([O-])O.[Na+]>COC(C)(C)C.O.S([O-])(O)(=O)=O.C([N+](CCCC)(CCCC)CCCC)CCC>[F:18][C:9]([C:5]1[CH:6]=[CH:7][C:2]([NH2:1])=[CH:3][CH:4]=1)([C:14]([F:17])([F:16])[F:15])[C:10]([F:13])([F:12])[F:11] |f:2.3.4,5.6,9.10|. Procedure: To a solution of aniline (1.32 g, 14.19 mmol) in tert-butyl methyl ether (25 ml) and water (25 ml) was added sequentially 2-iodoheptafluoropropane (5.00 g, 17.06 mmol), sodium thiosulphate (3.50 g, 17.06 mmol), sodium hydrogen carbonate (1.73 g, 17.06 mmol) and tetrabutylammonium hydrogen sulphate (0.53 g, 17.06 mmol). The reaction mixture was stirred at room temperature for 18 h and the two layers were separated. The aqueous layer was extracted with ethyl acetate and the combined organic phases... Run in C(C)(C)(C)O (tert-butanol), CN(C)C=O (DMF). Reported procedure: 6 (100 mg, 0.43 mmol), 4-(aminomethyl)benzoic acid (0.19 mL, 1.30 mmol), Pd2(dba)3 (16 mg, 0.02 mmol), X-Phos (24 mg, 0.05 mmol), and KOH (73 mg, 1.30 mmol) were suspended in tert-butanol (3 mL), and stirred for 10 minutes at 125° C. via microwave. The reaction mixture was diluted with DMF and filtered. The crude product was purified directly via prep-LC-MS to provide 453 (11 mg, 7% yield) as a white powder. LC-MS (M+H=346, obsd.=346). 1H NMR (400 MHz, DMSO-D6) δ 11.49 (s, 0H), 8.55 (s, 2H), 8.4... Yield: 7.4%. The reagents and catalysts are C=1C=CC(=CC1)/C=C/C(=O)/C=C/C2=CC=CC=C2.C=1C=CC(=CC1)/C=C/C(=O)/C=C/C2=CC=CC=C2.C=1C=CC(=CC1)/C=C/C(=O)/C=C/C2=CC=CC=C2.[Pd].[Pd] (Pd2(dba)3). Reactants: ClC1=CC2=C(C(NC3=NC=CC=C23)=O)C=C1 (9-Chloro-5H-benzo[c][1,8]naphthyridin-6-one), [OH-].[K+] (KOH), NCC1=CC=C(C(=O)O)C=C1 (4-(aminomethyl)benzoic acid), CC(C)C1=CC(=C(C(=C1)C(C)C)C2=C(C=CC=C2)P(C3CCCCC3)C4CCCCC4)C(C)C (X-Phos). Reaction conditions: temperature 125 celsius, time 10 minute. Reaction SMILES: Cl[C:2]1[CH:16]=[CH:15][C:5]2[C:6](=[O:14])[NH:7][C:8]3[C:13]([C:4]=2[CH:3]=1)=[CH:12][CH:11]=[CH:10][N:9]=3.[NH2:17][CH2:18][C:19]1[CH:27]=[CH:26][C:22]([C:23]([OH:25])=[O:24])=[CH:21][CH:20]=1.CC(C1C=C(C(C)C)C(C2C=CC=CC=2P(C2CCCCC2)C2CCCCC2)=C(C(C)C)C=1)C.[OH-].[K+]>C(O)(C)(C)C.CN(C=O)C.C1C=CC(/C=C/C(/C=C/C2C=CC=CC=2)=O)=CC=1.C1C=CC(/C=C/C(/C=C/C2C=CC=CC=2)=O)=CC=1.C1C=CC(/C=C/C(/C=C/C2C=CC=CC=2)=O)=CC=1.[Pd].[Pd]>[O:14]=[C:6]1[C:5]2[CH:15]=[CH:16][C:2]([NH:17][CH2:18][C:19]3[CH:20]=[CH:21][C:22]([C:23]([OH:25])=[O:24])=[CH:26][CH:27]=3)=[CH:3][C:4]=2[C:13]2[C:8](=[N:9][CH:10]=[CH:11][CH:12]=2)[NH:7]1 |f:3.4,7.8.9.10.11|. Product: O=C1NC2=NC=CC=C2C2=C1C=CC(=C2)NCC2=CC=C(C(=O)O)C=C2 (4-((6-oxo-5,6-dihydrobenzo[c][1,8]naphthyridin-9-ylamino)methyl)benzoic acid).